This data is from the Open Reaction Database (ORD), a public repository of structured organic reaction records. The task is: describe an organic reaction: reactants, conditions, products, and yield The reactants are O=[N+]([O-])c1ccc(Br)cc1F, CCCOC1CCC(N2CCC(N)CC2)CC1, CN(C)C=O, CCN(C(C)C)C(C)C, Cl, Cl. The product is CCCOC1CCC(N2CCC(Nc3cc(Br)ccc3[N+](=O)[O-])CC2)CC1. RXN SMILES: [Br:1][c:2]1[cH:3][c:4]([F:11])[c:5]([N+:8](=[O:9])[O-:10])[cH:6][cH:7]1.[CH2:14]([CH2:15][CH3:16])[O:17][CH:18]1[CH2:19][CH2:20][CH:21]([N:24]2[CH2:25][CH2:26][CH:27]([NH2:30])[CH2:28][CH2:29]2)[CH2:22][CH2:23]1.[CH3:40][N:41]([CH3:42])[CH:43]=[O:44].[CH:31]([N:32]([CH:33]([CH3:34])[CH3:35])[CH2:36][CH3:37])([CH3:38])[CH3:39].[ClH:12].[ClH:13]>>[Br:1][c:2]1[cH:3][c:4]([NH:30][CH:27]2[CH2:26][CH2:25][N:24]([CH:21]3[CH2:20][CH2:19][CH:18]([O:17][CH2:14][CH2:15][CH3:16])[CH2:23][CH2:22]3)[CH2:29][CH2:28]2)[c:5]([N+:8](=[O:9])[O-:10])[cH:6][cH:7]1.